Dataset: the Open Reaction Database (ORD), a public repository of structured organic reaction records. Task: describe an organic reaction: reactants, conditions, products, and yield Reactants: BrC=1C=C2CCCNC2=CC1 (6-bromo-1,2,3,4-tetrahydroquinoline), CN(C=O)C (N,N-dimethylformamide). Reagents/catalysts: C=1C=CC(=CC1)[P](C=2C=CC=CC2)(C=3C=CC=CC3)[Pd]([P](C=4C=CC=CC4)(C=5C=CC=CC5)C=6C=CC=CC6)([P](C=7C=CC=CC7)(C=8C=CC=CC8)C=9C=CC=CC9)[P](C=1C=CC=CC1)(C=1C=CC=CC1)C=1C=CC=CC1 (Pd(PPh3)4). Conditions: temperature 120 celsius, time 2 hour. Product: N1CCCC2=CC(=CC=C12)C#N (1,2,3,4-tetrahydroquinoline-6-carbonitrile). The yield is 80.0%. Reaction SMILES: Br[C:2]1[CH:3]=[C:4]2[C:9](=[CH:10][CH:11]=1)[NH:8][CH2:7][CH2:6][CH2:5]2.[CH3:12][N:13](C)C=O>C1C=CC([P]([Pd]([P](C2C=CC=CC=2)(C2C=CC=CC=2)C2C=CC=CC=2)([P](C2C=CC=CC=2)(C2C=CC=CC=2)C2C=CC=CC=2)[P](C2C=CC=CC=2)(C2C=CC=CC=2)C2C=CC=CC=2)(C2C=CC=CC=2)C2C=CC=CC=2)=CC=1>[NH:8]1[C:9]2[C:4](=[CH:3][C:2]([C:12]#[N:13])=[CH:11][CH:10]=2)[CH2:5][CH2:6][CH2:7]1 |^1:20,22,41,60|. Procedure details: To a solution of 6-bromo-1,2,3,4-tetrahydroquinoline (10 g, 47.15 mmol) in N,N-dimethylformamide (80 mL) was added Pd(PPh3)4 (2.8 g, 2.42 mmol), and zincdicarbonitrile (6.4 g, 54.49 mmol) and the reaction was stirred for 2 h at 120° C. in an oil bath. The reaction was quenched by the addition of water (400 mL) and extracted with dichloromethane (3×50 mL), and concentrated in vacuo to give a residue, which was purified by a silica gel chromatography with 1%-20% ethyl acetate in petroleum ether to... The reactants are FC1=C(C=CC(=C1)B1OC(C(O1)(C)C)(C)C)C(=O)N1[C@@H](CCC1)CN1[C@@H](CCC1)C ([2-Fluoro-4-(4,4,5,5-tetramethyl-[1,3,2]dioxaborolan-2-yl)-phenyl]-[2-(S)-(2-(R)-methyl-pyrrolidin-1-ylmethyl)-pyrrolidin-1-yl]-methanone), BrC=1SC(=CC1)S(=O)(=O)C (2-Bromo-5-methanesulfonyl-thiophene). The product is FC1=C(C=CC(=C1)C=1SC(=CC1)S(=O)(=O)C)C(=O)N1[C@@H](CCC1)CN1[C@@H](CCC1)C ([2-Fluoro-4-(5-methanesulfonyl-thiophen-2-yl)-phenyl]-[2-(S)-(2-(R)-methyl-pyrrolidin-1-ylmethyl)-pyrrolidin-1-yl]-methanone). Yield: 78.0%. RXN SMILES: [F:1][C:2]1[CH:7]=[C:6](B2OC(C)(C)C(C)(C)O2)[CH:5]=[CH:4][C:3]=1[C:17]([N:19]1[CH2:23][CH2:22][CH2:21][C@H:20]1[CH2:24][N:25]1[CH2:29][CH2:28][CH2:27][C@H:26]1[CH3:30])=[O:18].Br[C:32]1[S:33][C:34]([S:37]([CH3:40])(=[O:39])=[O:38])=[CH:35][CH:36]=1>>[F:1][C:2]1[CH:7]=[C:6]([C:32]2[S:33][C:34]([S:37]([CH3:40])(=[O:39])=[O:38])=[CH:35][CH:36]=2)[CH:5]=[CH:4][C:3]=1[C:17]([N:19]1[CH2:23][CH2:22][CH2:21][C@H:20]1[CH2:24][N:25]1[CH2:29][CH2:28][CH2:27][C@H:26]1[CH3:30])=[O:18]. Procedure details: The title compound is prepared in a manner substantially analogous to General Procedure A using [2-Fluoro-4-(4,4,5,5-tetramethyl-[1,3,2]dioxaborolan-2-yl)-phenyl]-[2-(S)-(2-(R)-methyl-pyrrolidin-1-ylmethyl)-pyrrolidin-1-yl]-methanone (458 mg, 1.1 mmol) and 2-Bromo-5-methanesulfonyl-thiophene (CAS 2160-61-4) (255 mg, 1.0 mmol) to give 350 mg (78% yield). MS (ES+) 451.2 (M+H)+ Starting materials: Cl (hydrochloric acid), C(C1=CC=CC=C1)N(C(CN1C2=NC(=NC=C2N(C1=O)C)C1=CC=CC=C1)=O)CC (N-benzyl-N-ethyl-7,8-dihydro-7-methyl-8-oxo-2-phenyl-9H-purin-9-acetamide). Solvent: C(C)O (ethanol), C(C)O (ethanol). Reaction conditions: time 30 minute. Yields the product Cl.C(C1=CC=CC=C1)N(C(CN1C2=NC(=NC=C2N(C1=O)C)C1=CC=CC=C1)=O)CC (N-benzyl-N-ethyl-7,8-dihydro-7-methyl-8-oxo-2-phenyl-9H-purin-9-acetamide hydrochloride). Reaction SMILES: [CH2:1]([N:8]([CH2:29][CH3:30])[C:9](=[O:28])[CH2:10][N:11]1[C:19](=[O:20])[N:18]([CH3:21])[C:17]2[C:12]1=[N:13][C:14]([C:22]1[CH:27]=[CH:26][CH:25]=[CH:24][CH:23]=1)=[N:15][CH:16]=2)[C:2]1[CH:7]=[CH:6][CH:5]=[CH:4][CH:3]=1.[ClH:31]>C(O)C>[ClH:31].[CH2:1]([N:8]([CH2:29][CH3:30])[C:9](=[O:28])[CH2:10][N:11]1[C:19](=[O:20])[N:18]([CH3:21])[C:17]2[C:12]1=[N:13][C:14]([C:22]1[CH:23]=[CH:24][CH:25]=[CH:26][CH:27]=1)=[N:15][CH:16]=2)[C:2]1[CH:7]=[CH:6][CH:5]=[CH:4][CH:3]=1 |f:3.4|. Procedure details: To a mixture of N-benzyl-N-ethyl-7,8-dihydro-7-methyl-8-oxo-2-phenyl-9H-purin-9-acetamide (0.8 g) obtained in Example 146 and ethanol (15 ml) is added 30% hydrochloric acid in ethanol (15 ml) at 80° C., and the mixture is stirred for 30 minutes. The reaction mixture is cooled to room temperature, and the precipitates are collected by filtration, and washed with ethanol to give the desired compound (0.85 g). The reactants are [N+](=O)([O-])C1=C(C(=O)Cl)C=CC=C1 (2-nitrobenzoylchloride), ClC1=NC=CC=C1N (2-chloro-3-amino-pyridine). Run in C1(=CC=CC=C1)C (toluene), C1(=CC=CC=C1)C (toluene). Reaction conditions: temperature 80 celsius. The product is [N+](=O)([O-])C1=C(C(=O)NC=2C(=NC=CC2)Cl)C=CC=C1 (2-nitro-N-(2-chloro-pyridin-3-yl)-benzamide). As a reaction SMILES: [N+:1]([C:4]1[CH:12]=[CH:11][CH:10]=[CH:9][C:5]=1[C:6](Cl)=[O:7])([O-:3])=[O:2].[Cl:13][C:14]1[C:19]([NH2:20])=[CH:18][CH:17]=[CH:16][N:15]=1>C1(C)C=CC=CC=1>[N+:1]([C:4]1[CH:12]=[CH:11][CH:10]=[CH:9][C:5]=1[C:6]([NH:20][C:19]1[C:14]([Cl:13])=[N:15][CH:16]=[CH:17][CH:18]=1)=[O:7])([O-:3])=[O:2]. Procedure details: A solution of 2-nitrobenzoylchloride (7.2 g) in 100 ml toluene was added dropwise to a stirring solution of 2-chloro-3-amino-pyridine (10.0 g) in 100 ml toluene. After the entire amount was added, the mixture was heated to 80° C. for 120 min. After the reaction mixture was cooled down and the resulting 2-nitro-N-(2-chloro-pyridin-3-yl)-benzamide was isolated by filtration. Yield 10.0 g, mp 158-161° C.